This data is from the Open Reaction Database (ORD), a public repository of structured organic reaction records. The task is: describe an organic reaction: reactants, conditions, products, and yield Starting materials: [OH-].[Na+] (sodium hydroxide), BrCCC1=CC(=CC=C1)Cl (1-(2-bromoethyl)-3-chlorobenzene), N1(CCOCC1)C=1N=C2N(C(C1)=O)CC[C@H](N2)C(F)(F)F ((8S)-2-(morpholin-4-yl)-8-(trifluoromethyl)-6,7,8,9-tetrahydro-4 H-pyrimido[1,2-a]pyrimidin-4-one). Reagents/catalysts: S(=O)(=O)(O)[O-].C(CCC)[N+](CCCC)(CCCC)CCCC (tetrabutylammonium hydrogen sulphate). Run in O (water), C1(=CC=CC=C1)C (toluene), C(C)(=O)OCC (ethyl acetate). Conditions: time 44 hour. Yields the product ClC=1C=C(C=CC1)CCN1[C@@H](CCN2C1=NC(=CC2=O)N2CCOCC2)C(F)(F)F ((8S)-9-[2-(3-chloro-phenyl)ethyl]-2-(morpholin-4-yl)-8-(trifluoromethyl)-6,7,8,9-tetrahydro-4 H-pyrimido[1,2-a]pyrimidin-4-one). Yield: 19.2%. RXN SMILES: [N:1]1([C:7]2[N:8]=[C:9]3[NH:17][C@H:16]([C:18]([F:21])([F:20])[F:19])[CH2:15][CH2:14][N:10]3[C:11](=[O:13])[CH:12]=2)[CH2:6][CH2:5][O:4][CH2:3][CH2:2]1.[OH-].[Na+].Br[CH2:25][CH2:26][C:27]1[CH:32]=[CH:31][CH:30]=[C:29]([Cl:33])[CH:28]=1>C1(C)C=CC=CC=1.O.S([O-])(O)(=O)=O.C([N+](CCCC)(CCCC)CCCC)CCC.C(OCC)(=O)C>[Cl:33][C:29]1[CH:28]=[C:27]([CH2:26][CH2:25][N:17]2[C:9]3=[N:8][C:7]([N:1]4[CH2:6][CH2:5][O:4][CH2:3][CH2:2]4)=[CH:12][C:11](=[O:13])[N:10]3[CH2:14][CH2:15][C@H:16]2[C:18]([F:20])([F:21])[F:19])[CH:32]=[CH:31][CH:30]=1 |f:1.2,6.7|. Reported procedure: The product is prepared according to the procedure described in Example 40, using 150 mg of (8S)-2-(morpholin-4-yl)-8-(trifluoromethyl)-6,7,8,9-tetrahydro-4 H-pyrimido[1,2-a]pyrimidin-4-one in 2.5 ml of toluene are added 296 mg of sodium hydroxide in 2.5 ml of water, 33 mg of tetrabutylammonium hydrogen sulphate and 216 mg of 1-(2-bromoethyl)-3-chlorobenzene. After 44 hours at 60° C. After cooling, the reaction mixture is diluted with ethyl acetate. The organic phase is separated and the aqueous... Reactants: CC(C)=O, [Cl-], CCCc1c2nc(C=O)cc(Cl)c2cc2c(=O)cc(C(=O)O)oc12, [Na+]. Yields the product CCCc1c2nc(C(=O)O)cc(Cl)c2cc2c(=O)cc(C(=O)O)oc12. As a reaction SMILES: [CH3:25][C:26]([CH3:27])=[O:28].[Cl-:30].[Cl:1][c:2]1[cH:3][c:4]([CH:23]=[O:24])[n:5][c:6]2[c:7]([CH2:20][CH2:21][CH3:22])[c:8]3[c:9]([cH:10][c:11]12)[c:12](=[O:19])[cH:13][c:14]([C:16](=[O:17])[OH:18])[o:15]3.[Na+:29]>>[Cl:1][c:2]1[cH:3][c:4]([C:23](=[O:24])[OH:28])[n:5][c:6]2[c:7]([CH2:20][CH2:21][CH3:22])[c:8]3[c:9]([cH:10][c:11]12)[c:12](=[O:19])[cH:13][c:14]([C:16](=[O:17])[OH:18])[o:15]3. Starting materials: FC1=C(C(=CC=C1F)F)C (2,3,6-trifluorotoluene), [N+](=O)([O-])[O-].[K+] (potassium nitrate), ice water. The solvent is S(O)(O)(=O)=O (sulfuric acid), S(O)(O)(=O)=O (sulfuric acid). Reaction conditions: temperature 0 celsius, time 15 minute. Product: FC1=C(C(=C(C=C1F)[N+](=O)[O-])F)C (2,3,6-trifluoro-5-nitrotoluene). Yield: 94.9%. As a reaction SMILES: [F:1][C:2]1[C:7]([F:8])=[CH:6][CH:5]=[C:4]([F:9])[C:3]=1[CH3:10].[N+:11]([O-])([O-:13])=[O:12].[K+]>S(=O)(=O)(O)O>[F:1][C:2]1[C:7]([F:8])=[CH:6][C:5]([N+:11]([O-:13])=[O:12])=[C:4]([F:9])[C:3]=1[CH3:10] |f:1.2|. Reported procedure: To 2,3,6-trifluorotoluene (55 g) is added conc. sulfuric acid (366 ml) and the mixture is cooled to 0° C. Thereto a solution of potassium nitrate (44 g) in conc. sulfuric acid (120 ml) is added dropwise at below 10° C. and then the mixture is stirred for 15 minutes. The mixture is poured into ice-water, extracted with diethyl ether, and the extract is washed with water and dried. The solvent is distilled off to give 2,3,6-trifluoro-5-nitrotoluene (68.25 g), as yellow oil. Starting materials: COC(=O)C1=C(C)NC2=C(C(=O)CNC2)C1c1ccccc1C, Cc1cccc(OCC2CO2)c1C, CO. The product is COC(=O)C1=C(C)NC2=C(C(=O)CN(CC(O)COc3cccc(C)c3C)C2)C1c1ccccc1C. RXN SMILES: [CH3:1][O:2][C:3](=[O:4])[C:5]1=[C:6]([CH3:23])[NH:7][C:8]2=[C:13]([C:12](=[O:22])[CH2:11][NH:10][CH2:9]2)[CH:14]1[c:15]1[c:16]([CH3:21])[cH:17][cH:18][cH:19][cH:20]1.[CH3:24][c:25]1[c:26]([O:27][CH2:28][CH:29]2[CH2:30][O:31]2)[cH:32][cH:33][cH:34][c:35]1[CH3:36].[CH3:37][OH:38]>>[CH3:1][O:2][C:3](=[O:4])[C:5]1=[C:6]([CH3:23])[NH:7][C:8]2=[C:13]([C:12](=[O:22])[CH2:11][N:10]([CH2:30][CH:29]([CH2:28][O:27][c:26]3[c:25]([CH3:24])[c:35]([CH3:36])[cH:34][cH:33][cH:32]3)[OH:31])[CH2:9]2)[CH:14]1[c:15]1[c:16]([CH3:21])[cH:17][cH:18][cH:19][cH:20]1. Starting materials: C(C)[Mg]Br (Ethylmagnesium bromide), ClC=1C=CC(=C2N3C(=NC21)N(CCC3)C3=C(C=C(C=C3)Cl)Cl)C(=O)OC (methyl 9-chloro-1-(2,4-dichlorophenyl)-1,2,3,4-tetrahydropyrimido[1,2-a]benzimidazole-6-carboxylate), O1CCCC1 (tetrahydrofuran). Conditions: temperature 60 celsius, time 2 hour. Yields the product ClC1=CC=C(C=2N3C(=NC21)N(CCC3)C3=C(C=C(C=C3)Cl)Cl)C(CC)(CC)O (3-[9-Chloro-1-(2,4-dichlorophenyl)-1,2,3,4-tetrahydropyrimido[1,2-a]benzimidazol-6-yl]pentan-3-ol). The yield is 49.0%. As a reaction SMILES: [CH2:1]([Mg]Br)[CH3:2].[Cl:5][C:6]1[CH:7]=[CH:8][C:9]([C:27](OC)=[O:28])=[C:10]2[C:14]=1[N:13]=[C:12]1[N:15]([C:19]3[CH:24]=[CH:23][C:22]([Cl:25])=[CH:21][C:20]=3[Cl:26])[CH2:16][CH2:17][CH2:18][N:11]21.O1CC[CH2:33][CH2:32]1>>[Cl:5][C:6]1[C:14]2[N:13]=[C:12]3[N:15]([C:19]4[CH:24]=[CH:23][C:22]([Cl:25])=[CH:21][C:20]=4[Cl:26])[CH2:16][CH2:17][CH2:18][N:11]3[C:10]=2[C:9]([C:27]([OH:28])([CH2:1][CH3:2])[CH2:32][CH3:33])=[CH:8][CH:7]=1. Procedure details: Ethylmagnesium bromide (3.0 M solution in diethyl ether, 2.9 mL, 8.7 mmol) was added to a stirred solution of methyl 9-chloro-1-(2,4-dichlorophenyl)-1,2,3,4-tetrahydropyrimido[1,2-a]benzimidazole-6-carboxylate (720 mg, 1.75 mmol) in tetrahydrofuran (7.0 mL), and the mixture was stirred at 60° C. for 2 hr. The reaction was quenched by water, and the mixture was extracted with ethyl acetate. The combined organic layer was washed with brine, dried over anhydrous magnesium sulfate, filtered, and con... The reactants are C(C)(C)(C)OC(=O)N1CC(C2=C(C3=C(C=C12)C=CC=C3)OCOC)CCl (1-(tert-Butyloxycarbonyl)-3-chloromethyl-4-(methoxymethoxy)-2,3-dihydro-1H-benzo[f]indole). Run in CC(C)O.C1CCOC1 (i-PrOH THF). Run at temperature 25 celsius, time 6 hour. Yields the product C(C)(C)(C)OC(=O)N1CC(C2=C(C3=C(C=C12)C=CC=C3)O)CCl (1-(tert-Butyloxycarbonyl)-3-chloromethyl-4-hydroxy-2,3-dihydro-1H-benzo[f]indole). Isolated yield 91.4%. Reaction SMILES: [C:1]([O:5][C:6]([N:8]1[C:16]2[C:11](=[C:12]([O:21]COC)[C:13]3[CH:20]=[CH:19][CH:18]=[CH:17][C:14]=3[CH:15]=2)[CH:10]([CH2:25][Cl:26])[CH2:9]1)=[O:7])([CH3:4])([CH3:3])[CH3:2]>CC(O)C.C1COCC1>[C:1]([O:5][C:6]([N:8]1[C:16]2[C:11](=[C:12]([OH:21])[C:13]3[CH:20]=[CH:19][CH:18]=[CH:17][C:14]=3[CH:15]=2)[CH:10]([CH2:25][Cl:26])[CH2:9]1)=[O:7])([CH3:4])([CH3:3])[CH3:2] |f:1.2|. Procedure details: A solution of 28 (18 mg, 47.5 μmol) in 1.5 mL of 1:1 i-PrOH/THF was treated with 12 N HCI (0.20 mL, 0.38 mmol) and the mixture was stirred at 25° C. for 6 h before the volatiles were removed in vacuo. Flash chromatography (SiO2, 1.5×15 cm, 0-20% EtOAc/hexane gradient) provided 30 (14.5 mg, 90%) as a pale yellow oil: 1H NMR (CDCl3, 250 MHz) δ7.85 (d, J=8.0 Hz, 1H), 7.71 (d, J=7.8 Hz, 1H), 7.43-7.30 (m, 2H), 5.67 (s, 1H), 4.09-3.86 (m, 4H), 3.65 (dd, J=8.0, 10.0 Hz, 1H), 1.59 (s, 9H);13C NMR (CDCl... The reactants are FC1=C(C(=C(C=C1)[N+](=O)[O-])F)I (1,3-Difluoro-2-iodo-4-nitrobenzene), CO (methanol), C[O-].[Na+] (NaOMe). Yields the product IC1=C(C=CC(=C1OC)[N+](=O)[O-])OC (2-Iodo-1,3-dimethoxy-4-nitrobenzene). As a reaction SMILES: F[C:2]1[CH:7]=[CH:6][C:5]([N+:8]([O-:10])=[O:9])=[C:4](F)[C:3]=1[I:12].[CH3:13][O-:14].[Na+].[CH3:16][OH:17]>>[I:12][C:3]1[C:4]([O:14][CH3:13])=[C:5]([N+:8]([O-:10])=[O:9])[CH:6]=[CH:7][C:2]=1[O:17][CH3:16] |f:1.2|. Reported procedure: 1,3-Difluoro-2-iodo-4-nitrobenzene (5.0 g, 17.5 mmol) was dissolved in 50 ml of methanol, and NaOMe (3.79 g, 70.1 mmol) was added. The solution was heated under reflux for 16 h. After concentration, the residue was chromatographed on silica gel using petroleum ether/ethyl acetate. This gave 2-iodo-1,3-dimethoxy-4-nitrobenzene (3 g) as a yellowish powder.